Dataset: the Open Reaction Database (ORD), a public repository of structured organic reaction records. Task: describe an organic reaction: reactants, conditions, products, and yield The reactants are OCCBr, CN(C)C=O, O=C(c1cnccc1Oc1cc(Cl)c(O)cc1Cl)N1CCN(C2CC2)c2ccccc21, [H-], [Na+]. Yields the product O=C(c1cnccc1Oc1cc(Cl)c(OCCO)cc1Cl)N1CCN(C2CC2)c2ccccc21. As a reaction SMILES: [Br:34][CH2:35][CH2:36][OH:37].[CH3:38][N:39]([CH3:40])[CH:41]=[O:42].[CH:1]1([N:4]2[CH2:5][CH2:6][N:7]([C:14](=[O:15])[c:16]3[cH:17][n:18][cH:19][cH:20][c:21]3[O:22][c:23]3[c:24]([Cl:31])[cH:25][c:26]([OH:30])[c:27]([Cl:29])[cH:28]3)[c:8]3[cH:9][cH:10][cH:11][cH:12][c:13]32)[CH2:2][CH2:3]1.[H-:32].[Na+:33]>>[CH:1]1([N:4]2[CH2:5][CH2:6][N:7]([C:14](=[O:15])[c:16]3[cH:17][n:18][cH:19][cH:20][c:21]3[O:22][c:23]3[c:24]([Cl:31])[cH:25][c:26]([O:30][CH2:35][CH2:36][OH:37])[c:27]([Cl:29])[cH:28]3)[c:8]3[cH:9][cH:10][cH:11][cH:12][c:13]32)[CH2:2][CH2:3]1. Reactants: O=c1cc(CO)occ1OCCCCCBr, O=C([O-])[O-], [Cs+], [Cs+], Oc1ccnc2cc(C(F)(F)F)ccc12, CN(C)C=O. The product is O=c1cc(CO)occ1OCCCCCOc1ccnc2cc(C(F)(F)F)ccc12. Reaction SMILES: [Br:22][CH2:23][CH2:24][CH2:25][CH2:26][CH2:27][O:28][c:29]1[c:30](=[O:37])[cH:31][c:32]([CH2:35][OH:36])[o:33][cH:34]1.[C:16](=[O:17])([O-:18])[O-:19].[Cs+:20].[Cs+:21].[F:1][C:2]([c:3]1[cH:4][cH:5][c:6]2[c:7]([OH:13])[cH:8][cH:9][n:10][c:11]2[cH:12]1)([F:14])[F:15].[O:38]=[CH:39][N:40]([CH3:41])[CH3:42]>>[F:1][C:2]([c:3]1[cH:4][cH:5][c:6]2[c:7]([O:13][CH2:23][CH2:24][CH2:25][CH2:26][CH2:27][O:28][c:29]3[c:30](=[O:37])[cH:31][c:32]([CH2:35][OH:36])[o:33][cH:34]3)[cH:8][cH:9][n:10][c:11]2[cH:12]1)([F:14])[F:15]. Reactants: FC(C(OC)(OC)C1=CC=C(N)C=C1)(F)F (4-(2,2,2-trifluoro-1,1-dimethoxyethyl)aniline), C(C)SC=1C(=NC=CC1)C(=O)O (3-ethylsulfanylpicolinic acid), CCN=C=NCCCN(C)C.Cl (EDCI hydrochloride), C([O-])(O)=O.[Na+] (sodium bicarbonate). Reagents/catalysts: C=1C=CC2=C(C1)N=NN2O (HOBt). The solvent is N1=CC=CC=C1 (pyridine). Run at time 2 hour. Product: C(C)SC=1C(=NC=CC1)C(=O)NC1=CC=C(C=C1)C(C(F)(F)F)(OC)OC (3-ethylsulfanyl-N-[4-(2,2,2-trifluoro-1,1-dimethoxyethyl)phenyl]picolinamide). Yield: 89.4%. Reaction SMILES: [F:1][C:2]([F:16])([F:15])[C:3]([C:8]1[CH:14]=[CH:13][C:11]([NH2:12])=[CH:10][CH:9]=1)([O:6][CH3:7])[O:4][CH3:5].[CH2:17]([S:19][C:20]1[C:21]([C:26](O)=[O:27])=[N:22][CH:23]=[CH:24][CH:25]=1)[CH3:18].CCN=C=NCCCN(C)C.Cl.C(=O)(O)[O-].[Na+]>C1C=CC2N(O)N=NC=2C=1.N1C=CC=CC=1>[CH2:17]([S:19][C:20]1[C:21]([C:26]([NH:12][C:11]2[CH:13]=[CH:14][C:8]([C:3]([O:6][CH3:7])([O:4][CH3:5])[C:2]([F:15])([F:16])[F:1])=[CH:9][CH:10]=2)=[O:27])=[N:22][CH:23]=[CH:24][CH:25]=1)[CH3:18] |f:2.3,4.5|. Reported procedure: A mixture of 0.38 g of 4-(2,2,2-trifluoro-1,1-dimethoxyethyl)aniline, 0.22 g of 3-ethylsulfanylpicolinic acid, 0.29 g of EDCI hydrochloride, 0.01 g of HOBt and 5 mL of pyridine was stirred at room temperature for 2 hours. A saturated aqueous sodium bicarbonate solution was poured to the reaction mixture, and the mixture was extracted with ethyl acetate. The organic layer was dried over anhydrous sodium sulfate and then concentrated under reduced pressure, and the resulting residue was applied to... Reactants: B(Br)(Br)Br (boron tribromide), C(C1=CC=CC=C1)OC1=CC=C(C=C1)C1=C(C#N)C(=CN=C1)Cl (3-(4-(benzyloxy)phenyl)-5-chloroisonicotinonitrile), C([O-])(O)=O.[Na+] (sodium bicarbonate). The solvent is ClCCl (dichloromethane), ClCCl (dichloromethane), ClCCl (dichloromethane). Conditions: time 40 minute. Product: ClC1=C(C#N)C(=CN=C1)C1=CC=C(C=C1)O (3-chloro-5-(4-hydroxyphenyl)isonicotinonitrile). Yield: 66.8%. Reaction SMILES: B(Br)(Br)Br.C([O:12][C:13]1[CH:18]=[CH:17][C:16]([C:19]2[CH:26]=[N:25][CH:24]=[C:23]([Cl:27])[C:20]=2[C:21]#[N:22])=[CH:15][CH:14]=1)C1C=CC=CC=1.C(=O)(O)[O-].[Na+]>ClCCl>[Cl:27][C:23]1[CH:24]=[N:25][CH:26]=[C:19]([C:16]2[CH:17]=[CH:18][C:13]([OH:12])=[CH:14][CH:15]=2)[C:20]=1[C:21]#[N:22] |f:2.3|. Procedure details: A 1 M dichloromethane solution of boron tribromide (13.39 mL, 13.39 mmol) was added to a solution of 3-(4-(benzyloxy)phenyl)-5-chloroisonicotinonitrile (2.147 g, 6.69 mmol) in dichloromethane (20 mL) in a room temperature water bath. The orange suspension was stirred at room temperature for 40 min, poured to a stirred solution of saturated sodium bicarbonate (300 mL), diluted with dichloromethane (150 mL) and the mixture stirred overnight. The two phases were separated. The aqueous phase was ext... Starting materials: [OH-].[Na+] (sodium hydroxide), O (water), C(CCC)N1CCN(CC1)CCNC(=O)C1=NN(C2=CC=CC=C12)CCC (N-[2-(4-n-butyl-1-piperazinyl)-ethyl]-1-n-propylindazole-3-carboxamide), [H-].[Al+3].[Li+].[H-].[H-].[H-] (lithium aluminum hydride), O (water). Solvent: C1CCOC1 (THF), C1CCOC1 (THF). Run at time 30 minute. Yields the product C(CCC)N1CCN(CC1)CCNCC1=NN(C2=CC=CC=C12)CCC (3-{N-[ 2-(4-n-Butyl-1-piperazinyl)ethyl]aminomethyl}-1-n-propylindazole). Yield: 40.4%. Reaction SMILES: [CH2:1]([N:5]1[CH2:10][CH2:9][N:8]([CH2:11][CH2:12][NH:13][C:14]([C:16]2[C:24]3[C:19](=[CH:20][CH:21]=[CH:22][CH:23]=3)[N:18]([CH2:25][CH2:26][CH3:27])[N:17]=2)=O)[CH2:7][CH2:6]1)[CH2:2][CH2:3][CH3:4].[H-].[Al+3].[Li+].[H-].[H-].[H-].O.[OH-].[Na+]>C1COCC1>[CH2:1]([N:5]1[CH2:6][CH2:7][N:8]([CH2:11][CH2:12][NH:13][CH2:14][C:16]2[C:24]3[C:19](=[CH:20][CH:21]=[CH:22][CH:23]=3)[N:18]([CH2:25][CH2:26][CH3:27])[N:17]=2)[CH2:9][CH2:10]1)[CH2:2][CH2:3][CH3:4] |f:1.2.3.4.5.6,8.9|. Procedure: To a solution of N-[2-(4-n-butyl-1-piperazinyl)-ethyl]-1-n-propylindazole-3-carboxamide (0.36 g) obtained in Example 3 in THF (5 ml) was added lithium aluminum hydride (0.11 g) at room temperature, and the mixture was heated under reflux for 3 hours. The reaction solution was ice-cooled, and were successively added water (0.1 ml), a 15% aqueous sodium hydroxide (0.1 ml), water (0.3 ml) and THF (10 ml). After the reaction solution was stirred at room temperature for 30 minutes, the insolubles wer...